From a dataset of the Open Reaction Database (ORD), a public repository of structured organic reaction records. describe an organic reaction: reactants, conditions, products, and yield The reactants are CC(C)(C)c1ccc(O)c(C=O)c1, CC(C)(C)O, CC=C(C)C, CCOC(C)=O, [O-][Cl+][O-], [Na+], [Na+], C1CCOC1, O, O=P([O-])(O)O. Product: CC(C)(C)c1ccc(O)c(C(=O)O)c1. RXN SMILES: [C:1]([CH3:2])([CH3:3])([CH3:4])[c:5]1[cH:6][cH:7][c:8]([OH:13])[c:9]([CH:10]=[O:11])[cH:12]1.[C:41]([OH:42])([CH3:43])([CH3:44])[CH3:45].[CH3:14][C:15](=[CH:16][CH3:17])[CH3:18].[CH3:35][CH2:36][O:37][C:38](=[O:39])[CH3:40].[Cl+:25]([O-:26])[O-:27].[Na+:19].[Na+:28].[O:29]1[CH2:30][CH2:31][CH2:32][CH2:33]1.[OH2:34].[OH:20][P:21](=[O:22])([O-:23])[OH:24]>>[C:1]([CH3:2])([CH3:3])([CH3:4])[c:5]1[cH:6][cH:7][c:8]([OH:13])[c:9]([C:10](=[O:11])[OH:20])[cH:12]1. Solvent: petroleum ether. Product: C(C)(C)(C)C1=C(C=C2CCC(OC2=C1)(C)OC)O ((±)-7-tert-butyl-6-hydroxy-2-methoxy-2-methylchroman). Procedure details: Reaction of tert-butyl-hydroquinone with methyl vinyl ketone by the procedure of Example 1 gave (±)-7-tert-butyl-6-hydroxy-2-methoxy-2-methylchroman as a white solid, m.p. 115°-117° from ether-30°-60° petroleum ether. Starting materials: C(C)(C)(C)C1=C(O)C=CC(=C1)O (tert-butyl-hydroquinone), C(=C)C(=O)C (methyl vinyl ketone), CCOCC (ether). Reaction SMILES: [C:1]([C:5]1[CH:11]=[C:10]([OH:12])[CH:9]=[CH:8][C:6]=1[OH:7])([CH3:4])([CH3:3])[CH3:2].[CH:13]([C:15]([CH3:17])=[O:16])=[CH2:14].[CH3:18]COCC>>[C:1]([C:5]1[CH:11]=[C:10]2[C:9]([CH2:14][CH2:13][C:15]([O:16][CH3:18])([CH3:17])[O:12]2)=[CH:8][C:6]=1[OH:7])([CH3:4])([CH3:2])[CH3:3]. Reaction SMILES: [CH2:1]=[CH:2][CH2:3][CH3:4].[Ce].[CH:6]1[CH:11]=[CH:10][CH:9]=[CH:8][CH:7]=1>>[C:6]1([CH:2]([CH2:3][CH3:4])[CH3:1])[CH:11]=[CH:10][CH:9]=[CH:8][CH:7]=1. Procedure details: When benzene was reacted with 1-butene at 130° C. using a cerium-exchanged Linde 13X zeolite catalyst, 2-phenyl butane was obtained with 97.3% selectivity without SO2. Upon addition of SO2, the selectivity increased to greater than 99%. The product is C1(=CC=CC=C1)C(C)CC (2-phenyl butane). Reactants: C=CCC (1-butene), C1=CC=CC=C1 (benzene), [Ce] (cerium), 13X. The reagents and catalysts are zeolite. Reactants: CC(=O)O, CCOC(C)=O, O=C1C2C=CCCC2C(=O)N1c1c(F)cc(Cl)c(O)c1[N+](=O)[O-], [Fe]. The product is Nc1c(O)c(Cl)cc(F)c1N1C(=O)C2C=CCCC2C1=O. RXN SMILES: [CH3:24][C:25](=[O:26])[OH:27].[CH3:28][CH2:29][O:30][C:31](=[O:32])[CH3:33].[Cl:1][c:2]1[cH:3][c:4]([F:23])[c:5]([N:12]2[C:13](=[O:22])[CH:14]3[CH:15]([C:16]2=[O:17])[CH2:18][CH2:19][CH:20]=[CH:21]3)[c:6]([N+:9]([O-:10])=[O:11])[c:7]1[OH:8].[Fe:34]>>[Cl:1][c:2]1[cH:3][c:4]([F:23])[c:5]([N:12]2[C:13](=[O:22])[CH:14]3[CH:15]([C:16]2=[O:17])[CH2:18][CH2:19][CH:20]=[CH:21]3)[c:6]([NH2:9])[c:7]1[OH:8].